This data is from the Open Reaction Database (ORD), a public repository of structured organic reaction records. The task is: describe an organic reaction: reactants, conditions, products, and yield Starting materials: COCOC1=CC=C2C(C(COC2=C1)(CCC)C1=CC=C(C=C1)OCOC)CC=C ((3RS,4RS)-7-methoxymethoxy-3-(4-methoxymethoxyphenyl)-4-(2-propenyl)-3-propylchroman), FC(CCCC(C(=O)OCC)CCCCCCC=C)(C(F)(F)F)F (ethyl 2-(4,4,5,5,5-pentafluoropentyl)-9-decenoate). The product is OC1=CC=C2C(C(COC2=C1)(CCC)C1=CC=C(C=C1)O)CCCCCCCCCC(C(=O)O)CCCC(C(F)(F)F)(F)F (11-[(3RS,4RS)-7-hydroxy-3-(4-hydroxyphenyl)-3-propylchroman-4-yl]-2-(4,4,5,5,5-pentafluoropentyl)undecanoic acid). RXN SMILES: COC[O:4][C:5]1[CH:14]=[C:13]2[C:8]([CH:9]([CH2:28]C=C)[C:10]([C:18]3[CH:23]=[CH:22][C:21]([O:24]COC)=[CH:20][CH:19]=3)([CH2:15][CH2:16][CH3:17])[CH2:11][O:12]2)=[CH:7][CH:6]=1.[F:31][C:32]([F:54])([C:50]([F:53])([F:52])[F:51])[CH2:33][CH2:34][CH2:35][CH:36]([CH2:42][CH2:43][CH2:44][CH2:45][CH2:46][CH2:47][CH:48]=[CH2:49])[C:37]([O:39]CC)=[O:38]>>[OH:4][C:5]1[CH:14]=[C:13]2[C:8]([CH:9]([CH2:28][CH2:49][CH2:48][CH2:47][CH2:46][CH2:45][CH2:44][CH2:43][CH2:42][CH:36]([CH2:35][CH2:34][CH2:33][C:32]([F:31])([F:54])[C:50]([F:51])([F:52])[F:53])[C:37]([OH:39])=[O:38])[C:10]([C:18]3[CH:19]=[CH:20][C:21]([OH:24])=[CH:22][CH:23]=3)([CH2:15][CH2:16][CH3:17])[CH2:11][O:12]2)=[CH:7][CH:6]=1. Procedure details: Starting with (3RS,4RS)-7-methoxymethoxy-3-(4-methoxymethoxyphenyl)-4-(2-propenyl)-3-propylchroman prepared as in Example 21 and ethyl 2-(4,4,5,5,5-pentafluoropentyl)-9-decenoate prepared separately, the same procedure as shown in Example 21 was repeated to give 11-[(3RS,4RS)-7-hydroxy-3-(4-hydroxyphenyl)-3-propylchroman-4-yl]-2-(4,4,5,5,5-pentafluoropentyl)undecanoic acid.